From a dataset of the Open Reaction Database (ORD), a public repository of structured organic reaction records. describe an organic reaction: reactants, conditions, products, and yield The product is COCCc1sc(S(=O)(=O)Cl)cc1Cl. Reaction SMILES: [CH3:1][N:2]([CH3:3])[CH:4]=[O:5].[Cl:10][c:11]1[c:12]([CH2:16][CH2:17][O:18][CH3:19])[s:13][cH:14][cH:15]1.[Cl:24][CH2:25][CH2:26][Cl:27].[S:20]([Cl:21])([Cl:22])=[O:23].[S:6](=[O:7])(=[O:8])=[O:9]>>[S:6](=[O:7])(=[O:9])([c:14]1[s:13][c:12]([CH2:16][CH2:17][O:18][CH3:19])[c:11]([Cl:10])[cH:15]1)[Cl:22]. Reactants: CN(C)C=O, COCCc1sccc1Cl, ClCCCl, O=S(Cl)Cl, O=S(=O)=O.